This data is from the Open Reaction Database (ORD), a public repository of structured organic reaction records. The task is: describe an organic reaction: reactants, conditions, products, and yield Reactants: BrC=1C(=NC=C(N1)C1=CC=C(C=C1)S(=O)(=O)C)N (3-bromo-5-(4-methylsulfonylphenyl)pyrazin-2-amine), cuprous iodide, C(=O)([O-])[O-].[K+].[K+] (K2CO3), C1(=CC=CC=C1)S(=O)(=O)N (benzene sulfonamide), [C@@H]1([C@@H](CCCC1)N)N ((1R,2R)-cyclohexane-1,2-diamine). Solvent: O1CCOCC1 (dioxane). Run at temperature 120 celsius, time 20 minute. The product is NC=1C(=NC(=CN1)C1=CC=C(C=C1)S(=O)(=O)C)NS(=O)(=O)C1=CC=CC=C1 (N-(3-amino-6-(4-(methylsulfonyl)phenyl)pyrazin-2-yl)benzenesulfonamide). Yield: 6.3%. Reaction SMILES: Br[C:2]1[C:3]([NH2:18])=[N:4][CH:5]=[C:6]([C:8]2[CH:13]=[CH:12][C:11]([S:14]([CH3:17])(=[O:16])=[O:15])=[CH:10][CH:9]=2)[N:7]=1.[C:19]1([S:25]([NH2:28])(=[O:27])=[O:26])[CH:24]=[CH:23][CH:22]=[CH:21][CH:20]=1.[C@@H]1(N)CCCC[C@H]1N.C([O-])([O-])=O.[K+].[K+]>O1CCOCC1>[NH2:18][C:3]1[C:2]([NH:28][S:25]([C:19]2[CH:24]=[CH:23][CH:22]=[CH:21][CH:20]=2)(=[O:27])=[O:26])=[N:7][C:6]([C:8]2[CH:13]=[CH:12][C:11]([S:14]([CH3:17])(=[O:16])=[O:15])=[CH:10][CH:9]=2)=[CH:5][N:4]=1 |f:3.4.5|. Procedure details: 3-bromo-5-(4-methylsulfonylphenyl)pyrazin-2-amine (0.05 g, 0.152 mmol), benzene sulfonamide (0.12 g, 0.762 mmol), (1R,2R)-cyclohexane-1,2-diamine (0.017 g, 0.152 mmol), cuprous iodide (0.058 g, 0.305 mmol) and K2CO3 (0.042 g, 0.305 mmol) were combined together in dioxane (4 mL) and heated for 15 minutes under microwave conditions at 120° C. and then 140° C. for a further 20 minutes. The reaction mixture was concentrated in vacuo, and the residue was partitioned between DCM and water. The layers ... Starting materials: COC1=CC(=NC=C1)CCC1=NC=2C(=NC=C(C2)I)N1 (2-[2-(4-methoxypyridin-2-yl)ethyl]-6-iodo-3H-imidazo[4,5-b]pyridine), C(C1=CC=CC=C1)OC1=C(C=C(C=C1)B(O)O)F (4-benzyloxy-3-fluorophenylboronic acid), C([O-])([O-])=O.[K+].[K+] (potassium carbonate), [Cl-].[Li+] (lithium chloride). Reagents/catalysts: C=1C=CC(=CC1)[P](C=2C=CC=CC2)(C=3C=CC=CC3)[Pd]([P](C=4C=CC=CC4)(C=5C=CC=CC5)C=6C=CC=CC6)([P](C=7C=CC=CC7)(C=8C=CC=CC8)C=9C=CC=CC9)[P](C=1C=CC=CC1)(C=1C=CC=CC1)C=1C=CC=CC1 (tetrakis(triphenylphosphine)palladium(0)). The solvent is O (water), O1CCOCC1 (dioxane), O (water). The product is COC1=CC(=NC=C1)CCC1=NC=2C(=NC=CC2)N1C1=CC(=C(C=C1)OCC1=CC=CC=C1)F (2-[2-(4-Methoxypyridin-2-yl)ethyl]-(4-benzyloxy-3-fluorophenyl)-3H-imidazo[4,5-b]pyridine). Isolated yield 46.2%. RXN SMILES: [CH3:1][O:2][C:3]1[CH:8]=[CH:7][N:6]=[C:5]([CH2:9][CH2:10][C:11]2[NH:20][C:14]3=[N:15][CH:16]=[C:17](I)[CH:18]=[C:13]3[N:12]=2)[CH:4]=1.[CH2:21]([O:28][C:29]1[CH:34]=[CH:33][C:32](B(O)O)=[CH:31][C:30]=1[F:38])[C:22]1[CH:27]=[CH:26][CH:25]=[CH:24][CH:23]=1.C(=O)([O-])[O-].[K+].[K+].[Cl-].[Li+]>O1CCOCC1.O.C1C=CC([P]([Pd]([P](C2C=CC=CC=2)(C2C=CC=CC=2)C2C=CC=CC=2)([P](C2C=CC=CC=2)(C2C=CC=CC=2)C2C=CC=CC=2)[P](C2C=CC=CC=2)(C2C=CC=CC=2)C2C=CC=CC=2)(C2C=CC=CC=2)C2C=CC=CC=2)=CC=1>[CH3:1][O:2][C:3]1[CH:8]=[CH:7][N:6]=[C:5]([CH2:9][CH2:10][C:11]2[N:20]([C:32]3[CH:33]=[CH:34][C:29]([O:28][CH2:21][C:22]4[CH:23]=[CH:24][CH:25]=[CH:26][CH:27]=4)=[C:30]([F:38])[CH:31]=3)[C:14]3=[N:15][CH:16]=[CH:17][CH:18]=[C:13]3[N:12]=2)[CH:4]=1 |f:2.3.4,5.6,^1:57,59,78,97|. Reported procedure: 0.38 g of 2-[2-(4-methoxypyridin-2-yl)ethyl]-6-iodo-3H-imidazo[4,5-b]pyridine (example 7) and 0.37 g of 4-benzyloxy-3-fluorophenylboronic acid are dissolved in 16 ml of degassed dioxane. Then a solution of 0.276 g of potassium carbonate and 0.85 g of lithium chloride in 13 ml of degassed water and 0.115 g of tetrakis(triphenylphosphine)palladium(0) are added. The mixture is heated to reflux under N2 for 18 hours and, after cooling, addition of water and adjusting the pH to 7, it is extracted thr... Reactants: FC=1C=C(C=C(C1)F)C(C(C)(C)C)=C1CN(C1)C(=O)OC(C)(C)C (tert-butyl 3-[1-(3,5-difluorophenyl)-2,2-dimethylpropylidene]azetidine-1-carboxylate), [H][H] (hydrogen). Reagents/catalysts: [Pd] (palladium on activated carbon). Solvent: C(C)(=O)OCC (ethyl acetate), CO (MeOH). Yields the product FC=1C=C(C=C(C1)F)C(C(C)(C)C)C1CN(C1)C(=O)OC(C)(C)C (tert-butyl 3-[1-(3,5-difluorophenyl)-2,2-dimethylpropyl]azetidine-1-carboxylate). RXN SMILES: [F:1][C:2]1[CH:3]=[C:4]([C:9](=[C:14]2[CH2:17][N:16]([C:18]([O:20][C:21]([CH3:24])([CH3:23])[CH3:22])=[O:19])[CH2:15]2)[C:10]([CH3:13])([CH3:12])[CH3:11])[CH:5]=[C:6]([F:8])[CH:7]=1.[H][H]>[Pd].C(OCC)(=O)C.CO>[F:8][C:6]1[CH:5]=[C:4]([CH:9]([CH:14]2[CH2:15][N:16]([C:18]([O:20][C:21]([CH3:24])([CH3:23])[CH3:22])=[O:19])[CH2:17]2)[C:10]([CH3:11])([CH3:12])[CH3:13])[CH:3]=[C:2]([F:1])[CH:7]=1. Procedure details: A mixture of 720 mg (2.14 mmol) of tert-butyl 3-[1-(3,5-difluorophenyl)-2,2-dimethylpropylidene]azetidine-1-carboxylate and 600 mg of palladium on activated carbon (10%) in 6 mL of ethyl acetate and 5 mL of MeOH was pressurized to 50 psi with hydrogen gas at room temperature for 72 h. The solution was filtered through CELITE and the filtrate was concentrated. The residue was purified by silica gel chromatography with hexanes/ethyl acetate to afford the title compound as a white solid; 1H-NMR (CD... The reactants are C(#C)[Mg]Br.C1CCOC1 (ethynylmagnesium bromide THF), CN(C1=C(C=C(C=O)C=C1C(C)C)C(C)C)C (4-dimethylamino-3,5-diisopropylbenzaldehyde). Yields the product CN(C1=C(C=C(C=C1C(C)C)C(C#C)O)C(C)C)C (1-(4-dimethylamino-3,5-diisopropylphenyl)prop-2-yn-1-ol), solid. The yield is 90.0%. RXN SMILES: [C:1]([Mg]Br)#[CH:2].C1COCC1.[CH3:10][N:11]([CH3:26])[C:12]1[C:19]([CH:20]([CH3:22])[CH3:21])=[CH:18][C:15]([CH:16]=[O:17])=[CH:14][C:13]=1[CH:23]([CH3:25])[CH3:24]>>[CH3:10][N:11]([CH3:26])[C:12]1[C:19]([CH:20]([CH3:21])[CH3:22])=[CH:18][C:15]([CH:16]([OH:17])[C:1]#[CH:2])=[CH:14][C:13]=1[CH:23]([CH3:25])[CH3:24] |f:0.1|. Procedure details: In a manner analogous to example 1 e, the process is carried out by a reaction of 28 ml (14 mmol) of 0.5M ethynylmagnesium bromide/THF with 1.2 g (5 mmol) of 4-dimethylamino-3,5-diisopropylbenzaldehyde. 2.5 g of 1-(4-dimethylamino-3,5-diisopropylphenyl)prop-2-yn-1-ol are obtained in the form of a whitish solid (yield=90%). Reactants: C(=C)(C)C1C(C(CC1)(O)C)=C (3-isopropenyl-1-methyl-2-methylene-cyclopentan-1-ol), C(=C)OCC (ethyl vinyl ether). Reagents/catalysts: P(O)(O)(O)=O (phosphoric acid). Product: C(=O)CCC1=C(CCC1C(=C)C)C (2-(2-formylethyl)-3-isopropenyl-1-methyl-cyclopent-1-ene). Yield: 68.5%. As a reaction SMILES: [C:1]([CH:4]1[CH2:8][CH2:7][C:6]([CH3:10])(O)[C:5]1=[CH2:11])([CH3:3])=[CH2:2].[CH:12]([O:14]CC)=[CH2:13]>P(=O)(O)(O)O>[CH:12]([CH2:13][CH2:11][C:5]1[CH:4]([C:1]([CH3:3])=[CH2:2])[CH2:8][CH2:7][C:6]=1[CH3:10])=[O:14]. Reported procedure: 12 drops of 85% phosphoric acid were added to a mixture, cooled to -15° C in a laboratory autoclave, of 76 g of 3-isopropenyl-1-methyl-2-methylene-cyclopentan-1-ol and 72 g of ethyl vinyl ether. After gassing with argon, the autoclave was brought, in an oil bath of 180° C, to an internal temperature of 150° C (this took about 15 minutes) and held at this temperature until a distinct drop in pressure occurred (about 100 minutes). The reaction mixture was then quenched, taken up in ether, washed w... Reactants: CCCCP(=CC#N)(CCCC)CCCC, C=CCC1(C)CC(c2cccc(Cl)c2)C(c2ccc(Cl)cn2)N(C(CC)CO)C1=O, CCS, ClCCl, c1ccccc1. The product is C=CCC1(C)CC(c2cccc(Cl)c2)C(c2ccc(Cl)cn2)N(C(CC)CSCC)C1=O. As a reaction SMILES: [C:34]([CH:35]=[P:36]([CH2:37][CH2:38][CH2:39][CH3:40])([CH2:41][CH2:42][CH2:43][CH3:44])[CH2:45][CH2:46][CH2:47][CH3:48])#[N:49].[CH2:1]([CH:2]=[CH2:3])[C:4]1([CH3:30])[C:5](=[O:29])[N:6]([CH:24]([CH2:25][OH:26])[CH2:27][CH3:28])[CH:7]([c:17]2[n:18][cH:19][c:20]([Cl:23])[cH:21][cH:22]2)[CH:8]([c:10]2[cH:11][c:12]([Cl:16])[cH:13][cH:14][cH:15]2)[CH2:9]1.[CH2:31]([CH3:32])[SH:33].[Cl:56][CH2:57][Cl:58].[cH:50]1[cH:51][cH:52][cH:53][cH:54][cH:55]1>>[CH2:1]([CH:2]=[CH2:3])[C:4]1([CH3:30])[C:5](=[O:29])[N:6]([CH:24]([CH2:25][S:33][CH2:31][CH3:32])[CH2:27][CH3:28])[CH:7]([c:17]2[n:18][cH:19][c:20]([Cl:23])[cH:21][cH:22]2)[CH:8]([c:10]2[cH:11][c:12]([Cl:16])[cH:13][cH:14][cH:15]2)[CH2:9]1. Reactants: CO, Clc1cc2ccccc2cn1, ClCCl, OCCC1CCNCC1. Product: OCCC1CCN(c2cc3ccccc3cn2)CC1. As a reaction SMILES: [CH3:24][OH:25].[Cl:1][c:2]1[n:3][cH:4][c:5]2[cH:6][cH:7][cH:8][cH:9][c:10]2[cH:11]1.[Cl:21][CH2:22][Cl:23].[NH:12]1[CH2:13][CH2:14][CH:15]([CH2:18][CH2:19][OH:20])[CH2:16][CH2:17]1>>[c:2]1([N:12]2[CH2:13][CH2:14][CH:15]([CH2:18][CH2:19][OH:20])[CH2:16][CH2:17]2)[n:3][cH:4][c:5]2[cH:6][cH:7][cH:8][cH:9][c:10]2[cH:11]1. Reactants: CN(C(C)C\C=C\C1=CC(=C(C=C1)C)N)C(=O)OC(C)(C)C ((4E)-N-methyl-N-(tert-butoxycarbonyl)-5-(3-amino-4-methylphenyl)-4-penten-2-amine), Br (hydrobromic acid). Reaction conditions: temperature 0 celsius. The product is CNC(C)C\C=C\C1=CC(=C(C=C1)C)N ((4E)-N-Methyl-5-(3-amino-4-methylphenyl)-4-penten-2-amine). Isolated yield 93.1%. As a reaction SMILES: [CH3:1][N:2](C(OC(C)(C)C)=O)[CH:3]([CH2:5]/[CH:6]=[CH:7]/[C:8]1[CH:13]=[CH:12][C:11]([CH3:14])=[C:10]([NH2:15])[CH:9]=1)[CH3:4].Br>>[CH3:1][NH:2][CH:3]([CH2:5]/[CH:6]=[CH:7]/[C:8]1[CH:13]=[CH:12][C:11]([CH3:14])=[C:10]([NH2:15])[CH:9]=1)[CH3:4]. Procedure: A solution of (4E)-N-methyl-N-(tert-butoxycarbonyl)-5-(3-amino-4-methylphenyl)-4-penten-2-amine (1.50 g, 4.93 mmol) and aqueous hydrobromic acid (50%, 25 mL) was stirred at 0° C. to ambient temperature for ˜16 h. The reaction mixture was extracted with chloroform (40 mL). The aqueous layer was cooled to 0° C. and basified with aqueous sodium hydroxide solution to pH 8-9 and extracted with chloroform (3×50 mL). The combined extracts were dried over sodium sulfate, filtered and concentrated on a r...